Dataset: the Open Reaction Database (ORD), a public repository of structured organic reaction records. Task: describe an organic reaction: reactants, conditions, products, and yield The product is C=CCn1c(Cl)nc2[nH]c(=O)[nH]c(=O)c21. The reactants are C=CCn1cnc2[nH]c(=O)[nH]c(=O)c21, CO, O=C1CCC(=O)N1Cl, CN(C)C=O. As a reaction SMILES: [CH2:1]([CH:2]=[CH2:3])[n:4]1[cH:5][n:6][c:7]2[nH:8][c:9](=[O:14])[nH:10][c:11](=[O:13])[c:12]12.[CH3:23][OH:24].[Cl:15][N:16]1[C:17](=[O:18])[CH2:19][CH2:20][C:21]1=[O:22].[O:25]=[CH:26][N:27]([CH3:28])[CH3:29]>>[CH2:1]([CH:2]=[CH2:3])[n:4]1[c:5]([Cl:15])[n:6][c:7]2[nH:8][c:9](=[O:14])[nH:10][c:11](=[O:13])[c:12]12. Starting materials: BrC1=C(C(=O)N[C@@H](C)C=2N(C(C3=C(C=CC=C3C2)Cl)=O)C2=CC=CC=C2)C=CC=N1 ((S)-2-bromo-N-(1-(8-chloro-1-oxo-2-phenyl-1,2-dihydroisoquinolin-3-yl)ethyl)nicotinamide), N1CCOCC1 (morpholine). Run in O1CCOCC1 (1,4-dioxane). Reaction conditions: temperature 140 celsius, time 6 hour. The product is ClC=1C=CC=C2C=C(N(C(C12)=O)C1=CC=CC=C1)[C@H](C)NC(C1=C(N=CC=C1)N1CCOCC1)=O ((S)—N-(1-(8-chloro-1-oxo-2-phenyl-1,2-dihydroisoquinolin-3-yl)ethyl)-2-morpholinonicotinamide). As a reaction SMILES: Br[C:2]1[N:30]=[CH:29][CH:28]=[CH:27][C:3]=1[C:4]([NH:6][C@H:7]([C:9]1[N:10]([C:21]2[CH:26]=[CH:25][CH:24]=[CH:23][CH:22]=2)[C:11](=[O:20])[C:12]2[C:17]([CH:18]=1)=[CH:16][CH:15]=[CH:14][C:13]=2[Cl:19])[CH3:8])=[O:5].[NH:31]1[CH2:36][CH2:35][O:34][CH2:33][CH2:32]1>O1CCOCC1>[Cl:19][C:13]1[CH:14]=[CH:15][CH:16]=[C:17]2[C:12]=1[C:11](=[O:20])[N:10]([C:21]1[CH:26]=[CH:25][CH:24]=[CH:23][CH:22]=1)[C:9]([C@@H:7]([NH:6][C:4](=[O:5])[C:3]1[CH:27]=[CH:28][CH:29]=[N:30][C:2]=1[N:31]1[CH2:36][CH2:35][O:34][CH2:33][CH2:32]1)[CH3:8])=[CH:18]2. Reported procedure: To a mixture of (S)-2-bromo-N-(1-(8-chloro-1-oxo-2-phenyl-1,2-dihydroisoquinolin-3-yl)ethyl)nicotinamide (52) (150 mg, 0.31 mmol) in anhydrous 1,4-dioxane (3 mL) in a sealed tube, morpholine (1 mL, excess amount) was added and the resulting mixture was stirred at 140° C. for 6 h. The mixture was allowed to cool to RT and then partitioned between ethyl acetate and water. The organic layer was washed with brine, dried over Na2SO4 and filtered. The filtrate was concentrated in vacuo and the residue... Reactants: C(=O)(O)[O-].[Na+] (NaHCO3), N1CC(CCC1)C(=O)OCC (ethyl piperidine-3-carboxylate), C(OCC1=CC=CC=C1)(=O)Cl (benzyl carbonochloridate), CCOC(=O)C (EtOAc). The solvent is O (H2O). Run at time 16 hour. The product is N1(CC(CCC1)C(=O)OCC)C(=O)OCC1=CC=CC=C1 (1-benzyl 3-ethyl piperidine-1,3-dicarboxylate). As a reaction SMILES: C([O-])(O)=O.[Na+].[NH:6]1[CH2:11][CH2:10][CH2:9][CH:8]([C:12]([O:14][CH2:15][CH3:16])=[O:13])[CH2:7]1.[C:17](Cl)(=[O:26])[O:18][CH2:19][C:20]1[CH:25]=[CH:24][CH:23]=[CH:22][CH:21]=1.CCOC(C)=O>O>[N:6]1([C:17]([O:18][CH2:19][C:20]2[CH:25]=[CH:24][CH:23]=[CH:22][CH:21]=2)=[O:26])[CH2:11][CH2:10][CH2:9][CH:8]([C:12]([O:14][CH2:15][CH3:16])=[O:13])[CH2:7]1 |f:0.1|. Procedure: A 250-mL round-bottomed flask was charged with a solution of NaHCO3 (10.7 g, 127.38 mmol, 2.00 equiv) in H2O (80 mL), ethyl piperidine-3-carboxylate (10 g, 63.69 mmol, 1.00 equiv) and benzyl carbonochloridate (11.9 g, 70.00 mmol, 1.10 equiv). The resulting solution was stirred for 16 hours at room temperature. The progress was monitored by TLC (EtOAc: PE=1:5). Upon completion, the resulting solution was extracted with ethyl acetate (3×50 mL). Combined organic layers were dried over anhydrous sod... The product is C(\C=C/C(=O)O)(=O)O.FC1=CC2=C(C(=NO2)C2CCN(CC2)C(CCC)C2=C(C=CC=C2)OC)C=C1 (4-(6-fluoro-1,2-benzisoxazol-3-yl)-1-(2'-methoxyphenyl)butylpiperidine maleate). Run in C(C)O (ethanol), C(C)#N (acetonitrile). Reported procedure: A mixture of 6-fluoro-3-(4-piperidinyl)-1,2-benzisoxazole (2.36 g, 10.7 mmole), K2CO2 (2 g, 14.5 mmol) and 2-(4-bromobutyl)anisole (2.4 g, 10 mmol) in acetonitrile (100 ml) was heated at reflux for 2.5 hours. At the end of reaction, the solvent was removed. The residue was extracted into dichloromethane (200 ml) and filtered. The dichloromethane solution was concentrated. The crude oil obtained was purified on a flash chromatography column. The material thus purified was a light yellow oil (2.73... Reaction SMILES: [F:1][C:2]1[CH:16]=[CH:15][C:5]2[C:6]([CH:9]3[CH2:14][CH2:13][NH:12][CH2:11][CH2:10]3)=[N:7][O:8][C:4]=2[CH:3]=1.Br[CH2:18][CH2:19][CH2:20][CH2:21][C:22]1[CH:27]=[CH:26][CH:25]=[CH:24][C:23]=1[O:28][CH3:29].[C:30]([OH:37])(=[O:36])/[CH:31]=[CH:32]\[C:33]([OH:35])=[O:34]>C(#N)C.C(O)C>[C:30]([OH:37])(=[O:36])/[CH:31]=[CH:32]\[C:33]([OH:35])=[O:34].[F:1][C:2]1[CH:16]=[CH:15][C:5]2[C:6]([CH:9]3[CH2:10][CH2:11][N:12]([CH:21]([C:22]4[CH:27]=[CH:26][CH:25]=[CH:24][C:23]=4[O:28][CH3:29])[CH2:20][CH2:19][CH3:18])[CH2:13][CH2:14]3)=[N:7][O:8][C:4]=2[CH:3]=1 |f:5.6|. Reactants: C(\C=C/C(=O)O)(=O)O (maleic acid), FC1=CC2=C(C(=NO2)C2CCNCC2)C=C1 (6-fluoro-3-(4-piperidinyl)-1,2-benzisoxazole), K2CO2, BrCCCCC1=C(C=CC=C1)OC (2-(4-bromobutyl)anisole). Starting materials: CNCc1cn(C)c2ccccc12, CNCc1c(C)[nH]c2ccccc12, Cl, O=C(O)C=Cc1ccc2c(c1)CC(=O)N2, O=C([O-])C=Cc1cnc2[nH]cnc2c1. The product is CN(Cc1cn(C)c2ccccc12)C(=O)C=Cc1cnc2[nH]cnc2c1. As a reaction SMILES: [CH3:31][n:32]1[cH:33][c:34]([CH2:41][NH:42][CH3:43])[c:35]2[cH:36][cH:37][cH:38][cH:39][c:40]12.[CH3:44][c:45]1[nH:46][c:47]2[c:48]([c:49]1[CH2:50][NH:51][CH3:52])[cH:53][cH:54][cH:55][cH:56]2.[ClH:15].[O:16]=[C:17]1[CH2:18][c:19]2[c:20]([cH:21][cH:22][c:23]([CH:24]=[CH:25][C:26]([OH:27])=[O:28])[cH:29]2)[NH:30]1.[n:1]1[cH:2][nH:3][c:4]2[n:5][cH:6][c:7]([CH:10]=[CH:11][C:12](=[O:13])[O-:14])[cH:8][c:9]12>>[n:1]1[cH:2][nH:3][c:4]2[n:5][cH:6][c:7]([CH:10]=[CH:11][C:12](=[O:14])[N:42]([CH2:41][c:34]3[cH:33][n:32]([CH3:31])[c:40]4[c:35]3[cH:36][cH:37][cH:38][cH:39]4)[CH3:43])[cH:8][c:9]12.